From a dataset of the Open Reaction Database (ORD), a public repository of structured organic reaction records. describe an organic reaction: reactants, conditions, products, and yield Starting materials: CN(CCCNC(C1=CC=C(C=C1)N(C)C)=O)C (N-(3-Dimethylaminopropyl)p-dimethylamino benzamide), C(CCCCCCCCCCCCC)Cl (tetradecylchloride). Conditions: time 4 hour. Yields the product [Cl-].C(CCCCCCCCCCCCC)[N+](C)(C)CCCNC(C1=CC=C(C=C1)N(C)C)=O (Tetradecyl-[3-(p-Dimethylaminobenzamido)propyl]-Dimethylammonium Chloride). Reaction SMILES: [CH3:1][N:2]([CH3:18])[CH2:3][CH2:4][CH2:5][NH:6][C:7](=[O:17])[C:8]1[CH:13]=[CH:12][C:11]([N:14]([CH3:16])[CH3:15])=[CH:10][CH:9]=1.[CH2:19]([Cl:33])[CH2:20][CH2:21][CH2:22][CH2:23][CH2:24][CH2:25][CH2:26][CH2:27][CH2:28][CH2:29][CH2:30][CH2:31][CH3:32]>>[Cl-:33].[CH2:19]([N+:2]([CH2:3][CH2:4][CH2:5][NH:6][C:7](=[O:17])[C:8]1[CH:13]=[CH:12][C:11]([N:14]([CH3:16])[CH3:15])=[CH:10][CH:9]=1)([CH3:18])[CH3:1])[CH2:20][CH2:21][CH2:22][CH2:23][CH2:24][CH2:25][CH2:26][CH2:27][CH2:28][CH2:29][CH2:30][CH2:31][CH3:32] |f:2.3|. Reported procedure: 50 g of N-(3-dimethylaminopropyl)-p-dimethylaminobenzamide (0.201 mole) from Example 1 and 47 g of tetradecylchloride (0.195 mole) were melted together and kept at 130° C. for 4 hours. Product was crystallized from 250 ml of ethylacetate; the crystals were washed with another 150 ml of ethylacetate. Yield was 71 g (74% of theoretical yield). Starting materials: C, CCOC(=O)c1cn(Cc2ccc(OCc3nc(-c4ccccc4)oc3C)cc2)nc1OCc1ccc(OCc2nc(-c3ccccc3)oc2C)cc1, CCO, C1CCOC1, [Pd]. Yields the product CCOC(=O)c1cn(Cc2ccc(OCc3nc(-c4ccccc4)oc3C)cc2)nc1O. RXN SMILES: [C:57].[CH3:1][c:2]1[c:3]([CH2:13][O:14][c:15]2[cH:16][cH:17][c:18]([CH2:19][n:20]3[n:21][c:22]([O:30][CH2:31][c:32]4[cH:33][cH:34][c:35]([O:36][CH2:37][c:38]5[n:39][c:40](-[c:41]6[cH:42][cH:43][cH:44][cH:45][cH:46]6)[o:47][c:48]5[CH3:49])[cH:50][cH:51]4)[c:23]([C:25](=[O:26])[O:27][CH2:28][CH3:29])[cH:24]3)[cH:52][cH:53]2)[n:4][c:5](-[c:7]2[cH:8][cH:9][cH:10][cH:11][cH:12]2)[o:6]1.[CH3:54][CH2:55][OH:56].[O:59]1[CH2:60][CH2:61][CH2:62][CH2:63]1.[Pd:58]>>[CH3:1][c:2]1[c:3]([CH2:13][O:14][c:15]2[cH:16][cH:17][c:18]([CH2:19][n:20]3[n:21][c:22]([OH:30])[c:23]([C:25](=[O:26])[O:27][CH2:28][CH3:29])[cH:24]3)[cH:52][cH:53]2)[n:4][c:5](-[c:7]2[cH:8][cH:9][cH:10][cH:11][cH:12]2)[o:6]1. The reactants are C(C)OC(=O)C1=C(C=2N(N(C1=O)CC1=CC=C(C=C1)C(F)(F)F)C=CC2)O (1-(4-trifluoromethyl-benzyl)-4-hydroxy-2-oxo-1,2-dihydro-pyrrolo[1,2-b]pyridazine-3-carboxylic acid ethyl ester), NCC(=O)[O-].[Na+] (sodium glycinate). Product: FC(C1=CC=C(CN2N3C(C(=C(C2=O)C(=O)NCC(=O)O)O)=CC=C3)C=C1)(F)F ({[1-(4-Trifluoromethyl-benzyl)-4-hydroxy-2-oxo-1,2-dihydro-pyrrolo[1,2-b]pyridazine-3-carbonyl]-amino}-acetic acid). RXN SMILES: C(O[C:4]([C:6]1[C:11](=[O:12])[N:10]([CH2:13][C:14]2[CH:19]=[CH:18][C:17]([C:20]([F:23])([F:22])[F:21])=[CH:16][CH:15]=2)[N:9]2[CH:24]=[CH:25][CH:26]=[C:8]2[C:7]=1[OH:27])=[O:5])C.[NH2:28][CH2:29][C:30]([O-:32])=[O:31].[Na+]>>[F:23][C:20]([F:22])([F:21])[C:17]1[CH:18]=[CH:19][C:14]([CH2:13][N:10]2[C:11](=[O:12])[C:6]([C:4]([NH:28][CH2:29][C:30]([OH:32])=[O:31])=[O:5])=[C:7]([OH:27])[C:8]3=[CH:26][CH:25]=[CH:24][N:9]23)=[CH:15][CH:16]=1 |f:1.2|. Procedure details: Prepared according to the glycinolysis condition used in Example 1 step d) from 1-(4-trifluoromethyl-benzyl)-4-hydroxy-2-oxo-1,2-dihydro-pyrrolo[1,2-b]pyridazine-3-carboxylic acid ethyl ester (1.0 eq.) and sodium glycinate (15 eq.). ESI (m/z): 410 (M+H)+. Reactants: COC(=O)C1=C(C(=C2C(=N1)N(C=N2)C)F)Br (6-bromo-7-fluoro-3-methyl-3H-imidazo[4,5-b]pyridine-5-carboxylic acid methyl ester), FC1=C(N)C=CC=C1 (2-fluoroaniline), C=1C=CC(=CC1)P(C=2C=CC=CC2)C3=CC=C4C=CC=CC4=C3C5=C6C=CC=CC6=CC=C5P(C=7C=CC=CC7)C=8C=CC=CC8 (rac-BINAP), C(=O)([O-])[O-].[Cs+].[Cs+] (Cs2CO3). The reagents and catalysts are CC(=O)[O-].CC(=O)[O-].[Pd+2] (Pd(OAc)2). The solvent is C1(=CC=CC=C1)C (toluene), CCOC(=O)C (EtOAc). Run at temperature 80 celsius, time 16 hour. The product is COC(=O)C1=C(C(=C2C(=N1)N(C=N2)C)F)NC2=C(C=CC=C2)F (7-fluoro-6-(2-fluorophenylamino)-3-methyl-3H-imidazo[4,5-b]pyridine-5-carboxylic acid methyl ester). As a reaction SMILES: [CH3:1][O:2][C:3]([C:5]1[N:10]=[C:9]2[N:11]([CH3:14])[CH:12]=[N:13][C:8]2=[C:7]([F:15])[C:6]=1Br)=[O:4].[F:17][C:18]1[CH:24]=[CH:23][CH:22]=[CH:21][C:19]=1[NH2:20].C1C=CC(P(C2C(C3C(P(C4C=CC=CC=4)C4C=CC=CC=4)=CC=C4C=3C=CC=C4)=C3C(C=CC=C3)=CC=2)C2C=CC=CC=2)=CC=1.C([O-])([O-])=O.[Cs+].[Cs+]>C1(C)C=CC=CC=1.CCOC(C)=O.CC([O-])=O.CC([O-])=O.[Pd+2]>[CH3:1][O:2][C:3]([C:5]1[N:10]=[C:9]2[N:11]([CH3:14])[CH:12]=[N:13][C:8]2=[C:7]([F:15])[C:6]=1[NH:20][C:19]1[CH:21]=[CH:22][CH:23]=[CH:24][C:18]=1[F:17])=[O:4] |f:3.4.5,8.9.10|. Procedure details: A mixture of 6-bromo-7-fluoro-3-methyl-3H-imidazo[4,5-b]pyridine-5-carboxylic acid methyl ester (1.00 equivalent), 2-fluoroaniline (1.00 equivalent), Pd(OAc)2 (0.10 equivalents), rac-BINAP (0.15 equivalents), and Cs2CO3 (1.50 equivalents) in toluene in a sealed tube is stirred at 80° C. for 16 hours. The reaction mixture is cooled to room temperature and diluted with EtOAc. The resulting precipitate is filtered off and washed with EtOAc. The filtrate is diluted with EtOAc and washed with water. ... The reactants are CC(=O)N1CCNCC1, O=C(O)c1cc2nc(-c3cccc4[nH]ncc34)nc(N3CCOCC3)c2s1. The product is CC(=O)N1CCN(C(=O)c2cc3nc(-c4cccc5[nH]ncc45)nc(N4CCOCC4)c3s2)CC1. RXN SMILES: [C:28]([CH3:29])(=[O:30])[N:31]1[CH2:32][CH2:33][NH:34][CH2:35][CH2:36]1.[nH:1]1[n:2][cH:3][c:4]2[c:5](-[c:10]3[n:11][c:12]([N:22]4[CH2:23][CH2:24][O:25][CH2:26][CH2:27]4)[c:13]4[c:14]([n:15]3)[cH:16][c:17]([C:19](=[O:20])[OH:21])[s:18]4)[cH:6][cH:7][cH:8][c:9]12>>[nH:1]1[n:2][cH:3][c:4]2[c:5](-[c:10]3[n:11][c:12]([N:22]4[CH2:23][CH2:24][O:25][CH2:26][CH2:27]4)[c:13]4[c:14]([n:15]3)[cH:16][c:17]([C:19](=[O:21])[N:34]3[CH2:33][CH2:32][N:31]([C:28]([CH3:29])=[O:30])[CH2:36][CH2:35]3)[s:18]4)[cH:6][cH:7][cH:8][c:9]12. Starting materials: ClCCCCCCSC1=CC=CC=C1 ([(6-chlorohexyl)sulfanyl]benzene), N1CCC(CC1)C=1C=C(C=CC1)NC(=O)C1CC1 (N-[3-(4-piperidinyl)phenyl]cyclopropanecarboxamide). Yields the product C1(=CC=CC=C1)SCCCCCCN1CCC(CC1)C=1C=C(C=CC1)NC(=O)C1CC1 (N-(3-{1-[6-(PHENYLSULFANYL)HEXYL]-4-PIPERIDINYL}PHENYL)CYCLOPROPANECARBOXAMIDE). RXN SMILES: Cl[CH2:2][CH2:3][CH2:4][CH2:5][CH2:6][CH2:7][S:8][C:9]1[CH:14]=[CH:13][CH:12]=[CH:11][CH:10]=1.[NH:15]1[CH2:20][CH2:19][CH:18]([C:21]2[CH:22]=[C:23]([NH:27][C:28]([CH:30]3[CH2:32][CH2:31]3)=[O:29])[CH:24]=[CH:25][CH:26]=2)[CH2:17][CH2:16]1>>[C:9]1([S:8][CH2:7][CH2:6][CH2:5][CH2:4][CH2:3][CH2:2][N:15]2[CH2:20][CH2:19][CH:18]([C:21]3[CH:22]=[C:23]([NH:27][C:28]([CH:30]4[CH2:31][CH2:32]4)=[O:29])[CH:24]=[CH:25][CH:26]=3)[CH2:17][CH2:16]2)[CH:14]=[CH:13][CH:12]=[CH:11][CH:10]=1. Procedure details: Prepared by Procedure G and Scheme B1 using [(6-chlorohexyl)sulfanyl]benzene and N-[3-(4-piperidinyl)phenyl]cyclopropanecarboxamide: ESMS m/e: 437.4 (M+H)+. Reactants: C1CCOC1, [Li]CCCC, [Cl-], COc1cccnc1Cl, [NH4+], CN(C)C=O. The product is COc1c(C=O)ccnc1Cl. Reaction SMILES: [CH2:22]1[O:23][CH2:24][CH2:25][CH2:26]1.[CH3:10][CH2:11][CH2:12][CH2:13][Li:14].[Cl-:20].[Cl:1][c:2]1[n:3][cH:4][cH:5][cH:6][c:7]1[O:8][CH3:9].[NH4+:21].[O:15]=[CH:16][N:17]([CH3:18])[CH3:19]>>[Cl:1][c:2]1[n:3][cH:4][cH:5][c:6]([CH:16]=[O:15])[c:7]1[O:8][CH3:9].